This data is from the Open Reaction Database (ORD), a public repository of structured organic reaction records. The task is: describe an organic reaction: reactants, conditions, products, and yield Reactants: BrC=1C=C(C(=O)NC=2SC3=C(N2)C(=CC=C3N3CCOCC3)OC)C=CN1 (2-bromo-N-(4-methoxy-7-morpholin-4-yl-benzothiazol-2-yl)-isonicotinamide), [H-].[Na+] (sodium hydride), CN(CCO)C (2-dimethylaminoethanol). RXN SMILES: Br[C:2]1[CH:3]=[C:4]([CH:25]=[CH:26][N:27]=1)[C:5]([NH:7][C:8]1[S:9][C:10]2[C:16]([N:17]3[CH2:22][CH2:21][O:20][CH2:19][CH2:18]3)=[CH:15][CH:14]=[C:13]([O:23][CH3:24])[C:11]=2[N:12]=1)=[O:6].[H-].[Na+].[CH3:30][N:31]([CH3:35])[CH2:32][CH2:33][OH:34]>O1CCOCC1.CN(C=O)C>[CH3:30][N:31]([CH3:35])[CH2:32][CH2:33][O:34][C:2]1[CH:3]=[C:4]([CH:25]=[CH:26][N:27]=1)[C:5]([NH:7][C:8]1[S:9][C:10]2[C:16]([N:17]3[CH2:22][CH2:21][O:20][CH2:19][CH2:18]3)=[CH:15][CH:14]=[C:13]([O:23][CH3:24])[C:11]=2[N:12]=1)=[O:6] |f:1.2|. Procedure details: From 2-bromo-N-(4-methoxy-7-morpholin-4-yl-benzothiazol-2-yl)-isonicotinamide with sodium hydride and 2-dimethylaminoethanol in dioxane and DMF. ES-MS m/e (%): 458 (M+H+, 100). Product: CN(CCOC=1C=C(C(=O)NC=2SC3=C(N2)C(=CC=C3N3CCOCC3)OC)C=CN1)C (2-(2-Dimethylamino-ethoxy)-N-(4-methoxy-7-morpholin-4-yl-benzothiazol-2-yl)-isonicotinamide). Solvent: O1CCOCC1 (dioxane), CN(C)C=O (DMF). Reactants: [H-].[Na+] (NaH), OC=1C=C(C(=O)OC)C(=CC1)N (methyl 3-hydroxy- 6-aminobenzoate), C(Cl)Cl (CH2Cl2), CI (MeI). The solvent is CN(C)C=O (DMF), CN(C)C=O (DMF). Conditions: time 16 hour. The product is COC=1C=C(C(=O)O)C(=CC1)N (3-Methoxy-6-Aminobenzoic Acid). Yield: 45.0%. As a reaction SMILES: [H-].[Na+].[OH:3][C:4]1[CH:5]=[C:6]([C:11]([NH2:14])=[CH:12][CH:13]=1)[C:7]([O:9]C)=[O:8].CI.[CH2:17](Cl)Cl>CN(C=O)C>[CH3:17][O:3][C:4]1[CH:5]=[C:6]([C:11]([NH2:14])=[CH:12][CH:13]=1)[C:7]([OH:9])=[O:8] |f:0.1|. Procedure: To a stirred solution of NaH (washed three times with dry THF to remove oil, 0.145 g, 1.1 eq) in dry DMF (5 mL, CaH2 dried), 420 mg of methyl 3-hydroxy- 6-aminobenzoate (E) was added in 3 mL of DMF immediately followed by MeI (443 mg [0.195 m], 1.2 eq), and stirred at room temperature under argon for 16 hr, at which time TLC indicated the absence of E. 200 mL of CH2Cl2 was added and the mixture was extracted with brine (5×100 ml); the organic solvent was evaporated; the crude product was added t... Starting materials: S(O)(O)(=O)=O (sulfuric acid), ClC1=C(C=CC(=C1)O)C1=CC=C(C=C1)F (2-Chloro-4′-fluorobiphenyl-4-ol), IN1C(CCC1=O)=O (N-iodosuccinimide). The solvent is C(C)(=O)O (acetic acid), ClCCl (dichloromethane). Conditions: time 2 hour. The product is ClC1=C(C=C(C(=C1)O)I)C1=CC=C(C=C1)F (2-Chloro-4′-fluoro-5-iodobiphenyl-4-ol). Isolated yield 70.2%. As a reaction SMILES: [Cl:1][C:2]1[CH:7]=[C:6]([OH:8])[CH:5]=[CH:4][C:3]=1[C:9]1[CH:14]=[CH:13][C:12]([F:15])=[CH:11][CH:10]=1.S(=O)(=O)(O)O.[I:21]N1C(=O)CCC1=O>ClCCl.C(O)(=O)C>[Cl:1][C:2]1[CH:7]=[C:6]([OH:8])[C:5]([I:21])=[CH:4][C:3]=1[C:9]1[CH:14]=[CH:13][C:12]([F:15])=[CH:11][CH:10]=1. Reported procedure: 2-Chloro-4′-fluorobiphenyl-4-ol (Preparation 73, 503 mg, 2.26 mmol) was dissolved in dichloromethane (5 mL) and acetic acid (5 mL). Concentrated sulfuric acid (0.05 mL) was added followed by N-iodosuccinimide (508 mg, 2.26 mmol) and the reaction stirred at room temperature for 2 hours before partitioning it between water and dichloromethane. The organic layer was separated and washed twice with brine, dried over MgSO4, filtered and concentrated in vacuo. The residue was purified by silica gel co... Product: CN(CCCN(C1=CC=C(C=O)C=C1)C)C (4-[[3-(dimethylamino)-propyl](methyl)amino]benzaldehyde). Conditions: temperature 50 celsius. Starting materials: FC1=CC=C(C=O)C=C1 (4-fluorobenzaldehyde), C(=O)([O-])[O-].[K+].[K+] (K2CO3), CN1CCCC1=O (NMP), CN(CCCNC)C (N,N,N′-trimethyl-1,3-propanediamine). Reported procedure: 10 g of 4-fluorobenzaldehyde, 12 g of K2CO3 and 20 ml of NMP are stirred and heated at 50° C. 13 ml of N,N,N′-trimethyl-1,3-propanediamine are added dropwise to the medium kept stirring and heated at 80° C. for 10 h. After the reaction medium has been cooled to ambient temperature, 100 ml of acetone are added. The precipitate obtained is filtered off, and the filtrate is evaporated to dryness and then dried. 21.85 g of powder are recovered. The analyses indicate that the product is in conformity... RXN SMILES: F[C:2]1[CH:9]=[CH:8][C:5]([CH:6]=[O:7])=[CH:4][CH:3]=1.C([O-])([O-])=O.[K+].[K+].CN1C(=O)CCC1.[CH3:23][N:24]([CH3:30])[CH2:25][CH2:26][CH2:27][NH:28][CH3:29]>CC(C)=O>[CH3:23][N:24]([CH3:30])[CH2:25][CH2:26][CH2:27][N:28]([CH3:29])[C:2]1[CH:9]=[CH:8][C:5]([CH:6]=[O:7])=[CH:4][CH:3]=1 |f:1.2.3|. Solvent: CC(=O)C (acetone).